Dataset: the Open Reaction Database (ORD), a public repository of structured organic reaction records. Task: describe an organic reaction: reactants, conditions, products, and yield The reactants are O=CO, O=Cc1cccc2ncc(-c3ccccc3)cc12, N#Cc1cccc2ncc(-c3ccccc3)cc12. The product is OCc1cccc2ncc(-c3ccccc3)cc12. As a reaction SMILES: [CH:37]([OH:38])=[O:39].[c:19]1(-[c:25]2[cH:26][n:27][c:28]3[cH:29][cH:30][cH:31][c:32]([CH:35]=[O:36])[c:33]3[cH:34]2)[cH:20][cH:21][cH:22][cH:23][cH:24]1.[c:1]1(-[c:2]2[cH:3][n:4][c:5]3[cH:6][cH:7][cH:8][c:9]([C:10]#[N:11])[c:12]3[cH:13]2)[cH:14][cH:15][cH:16][cH:17][cH:18]1>>[c:19]1(-[c:25]2[cH:26][n:27][c:28]3[cH:29][cH:30][cH:31][c:32]([CH2:35][OH:36])[c:33]3[cH:34]2)[cH:20][cH:21][cH:22][cH:23][cH:24]1.